Dataset: the Open Reaction Database (ORD), a public repository of structured organic reaction records. Task: describe an organic reaction: reactants, conditions, products, and yield The reactants are IC=1C=C(C(NC2=CC=CC=C2)=N)C=CC1 (3-iodo-N-phenylbenzimidamide), ClCC=O (2-chloroacetaldehyde), C([O-])(O)=O.[Na+] (sodium bicarbonate). The solvent is CC(C)O (2-propanol). Yields the product IC=1C=C(C=CC1)C=1N(C=CN1)C1=CC=CC=C1 (2-(3-iodophenyl)-1-phenyl-1H-imidazole). As a reaction SMILES: [I:1][C:2]1[CH:3]=[C:4]([CH:14]=[CH:15][CH:16]=1)[C:5](=[NH:13])[NH:6][C:7]1[CH:12]=[CH:11][CH:10]=[CH:9][CH:8]=1.Cl[CH2:18][CH:19]=O.C(=O)(O)[O-].[Na+]>CC(O)C>[I:1][C:2]1[CH:3]=[C:4]([C:5]2[N:6]([C:7]3[CH:12]=[CH:11][CH:10]=[CH:9][CH:8]=3)[CH:18]=[CH:19][N:13]=2)[CH:14]=[CH:15][CH:16]=1 |f:2.3|. Procedure: To a 500 mL round bottom flask was added 3-iodo-N-phenylbenzimidamide (7.84 g, 24.34 mmol), 2-chloroacetaldehyde solution (50%, 6.7 mL, 48.7 mmol), sodium bicarbonate (4.09 g, 48.7 mmol), and 150 mL 2-propanol. The reaction mixture was heated at reflux for 3 h under nitrogen. The solvent was removed under vacuum and the residue dissolved in ethyl acetate. The ethyl acetate solution was washed with water, brine, dried over magnesium sulfate, filtered, and evaporated. The residue was purified by c... Procedure: A mixture of 2-amino-6-(3,4-dichlorophenyl)-5,6-dihydrobenzo[f]isoquinoline-1-carbonitrile (186 mg, 0.510 mmol) in 48% hydrobromic acid (1 mL) and 33% wt hydrogen bromide in acetic acid (1 mL) was heated to 200° C. for 45 minutes under microwave irradiation. The mixture was partitioned between ethyl acetate (50 mL) and saturated aqueous sodium bicarbonate (50 mL). The aqueous layer was removed and the organic layer was dried over anhydrous sodium sulfate, filtered and concentrated under reduced ... The reactants are NC1=NC=C2CC(C3=C(C2=C1C#N)C=CC=C3)C3=CC(=C(C=C3)Cl)Cl (2-amino-6-(3,4-dichlorophenyl)-5,6-dihydrobenzo[f]isoquinoline-1-carbonitrile). Isolated yield 25.3%. Reaction SMILES: [NH2:1][C:2]1[C:11](C#N)=[C:10]2[C:5]([CH2:6][CH:7]([C:18]3[CH:23]=[CH:22][C:21]([Cl:24])=[C:20]([Cl:25])[CH:19]=3)[C:8]3[CH:17]=[CH:16][CH:15]=[CH:14][C:9]=32)=[CH:4][N:3]=1>Br.C(O)(=O)C>[Cl:25][C:20]1[CH:19]=[C:18]([CH:7]2[CH2:6][C:5]3[CH:4]=[N:3][C:2]([NH2:1])=[CH:11][C:10]=3[C:9]3[CH:14]=[CH:15][CH:16]=[CH:17][C:8]2=3)[CH:23]=[CH:22][C:21]=1[Cl:24]. Run at temperature 200 celsius. The product is ClC=1C=C(C=CC1Cl)C1C2=C(C=3C=C(N=CC3C1)N)C=CC=C2 (6-(3,4-dichlorophenyl)-5,6-dihydrobenzo[f]isoquinolin-2-amine). Solvent: Br (hydrobromic acid), Br (hydrogen bromide), C(C)(=O)O (acetic acid). Product: CC1=C(C(=O)OC2=CC(=CC=C2)C(CCC(=O)OCC2=CC=CC=C2)=O)C(=CC=C1)C (3-(4-(Benzyloxy)-4-oxobutanoyl)phenyl 2,6-dimethylbenzoate). RXN SMILES: [CH3:1][C:2]1[CH:19]=[CH:18][CH:17]=[C:16]([CH3:20])[C:3]=1[C:4]([O:6][C:7]1[CH:12]=[CH:11][CH:10]=[C:9]([C:13](=[O:15])[CH3:14])[CH:8]=1)=[O:5].C[Si]([N-][Si](C)(C)C)(C)C.[Li+].Br[CH2:32][C:33]([O:35][CH2:36][C:37]1[CH:42]=[CH:41][CH:40]=[CH:39][CH:38]=1)=[O:34]>C1COCC1.CN1C(=O)N(C)CCC1.C(OCC)(=O)C>[CH3:1][C:2]1[CH:19]=[CH:18][CH:17]=[C:16]([CH3:20])[C:3]=1[C:4]([O:6][C:7]1[CH:12]=[CH:11][CH:10]=[C:9]([C:13](=[O:15])[CH2:14][CH2:32][C:33]([O:35][CH2:36][C:37]2[CH:42]=[CH:41][CH:40]=[CH:39][CH:38]=2)=[O:34])[CH:8]=1)=[O:5] |f:1.2|. Starting materials: CC1=C(C(=O)OC2=CC(=CC=C2)C(C)=O)C(=CC=C1)C (3-Acetylphenyl 2,6-dimethylbenzoate), C[Si](C)(C)[N-][Si](C)(C)C.[Li+] (lithium bis(trimethylsilyl) amide), crude mixture, BrCC(=O)OCC1=CC=CC=C1 (benzyl bromoacetate). Procedure details: To a stirred solution of 3-Acetylphenyl 2,6-dimethylbenzoate (Step B, 2.90 g, 10.8 mmol) in dry THF (50 ml) and DMPU (17 ml) was added a solution of lithium bis(trimethylsilyl) amide (1.0M, 11.89 ml) at −65° C. under argon. After 10 minutes of stirring at −65° C., benzyl bromoacetate (3.72 g, 16.24 mmol) was added rapidly. The reaction mixture was stirred for an additional 10 minutes and then warmed to room temperature for 4 hours. The crude mixture was taken in ethyl acetate and washed with wat... Conditions: temperature -65 celsius, time 10 minute. The solvent is C1CCOC1 (THF), CN1CCCN(C1=O)C (DMPU), C(C)(=O)OCC (ethyl acetate). The reactants are CCN=C=NCCCN(C)C, CCN(C(C)C)C(C)C, O=C(O)c1cc2cc(Cl)ccc2[nH]1, ClCCl, CC(C)(C)[Si](C)(C)OCCCN1C(=O)C(N)Cc2ccccc21, On1nnc2ccccc21. Product: CC(C)(C)[Si](C)(C)OCCCN1C(=O)C(NC(=O)c2cc3cc(Cl)ccc3[nH]2)Cc2ccccc21. As a reaction SMILES: [CH3:33][CH2:34][N:35]=[C:36]=[N:37][CH2:38][CH2:39][CH2:40][N:41]([CH3:42])[CH3:43].[CH:24]([N:25]([CH2:26][CH3:27])[CH:28]([CH3:29])[CH3:30])([CH3:31])[CH3:32].[Cl:11][c:12]1[cH:13][c:14]2[cH:15][c:16]([C:21](=[O:22])[OH:23])[nH:17][c:18]2[cH:19][cH:20]1.[Cl:67][CH2:68][Cl:69].[NH2:44][CH:45]1[C:46](=[O:66])[N:47]([CH2:55][CH2:56][CH2:57][O:58][Si:59]([CH3:60])([CH3:61])[C:62]([CH3:63])([CH3:64])[CH3:65])[c:48]2[cH:49][cH:50][cH:51][cH:52][c:53]2[CH2:54]1.[OH:1][n:2]1[c:3]2[c:4]([cH:5][cH:6][cH:7][cH:8]2)[n:9][n:10]1>>[Cl:11][c:12]1[cH:13][c:14]2[cH:15][c:16]([C:21](=[O:23])[NH:44][CH:45]3[C:46](=[O:66])[N:47]([CH2:55][CH2:56][CH2:57][O:58][Si:59]([CH3:60])([CH3:61])[C:62]([CH3:63])([CH3:64])[CH3:65])[c:48]4[cH:49][cH:50][cH:51][cH:52][c:53]4[CH2:54]3)[nH:17][c:18]2[cH:19][cH:20]1. Starting materials: BrC=1C=CC(=C(C=O)C1)O (5-bromo-2-hydroxy-benzaldehyde), C(=O)([O-])[O-].[K+].[K+] (K2CO3), BrCCO[Si](C)(C)C(C)(C)C ((2-bromo-ethoxy)-tert-butyl-dimethyl-silane), O (water). The solvent is CN(C=O)C (N,N-dimethylformamide). Reaction conditions: temperature 60 celsius, time 16 hour. The product is BrC=1C=CC(=C(C=O)C1)OCCO[Si](C)(C)C(C)(C)C (5-bromo-2-[2-(tert-butyl-dimethyl-silanyloxy)-ethoxy]-benzaldehyde). Isolated yield 100.0%. RXN SMILES: [Br:1][C:2]1[CH:3]=[CH:4][C:5]([OH:10])=[C:6]([CH:9]=1)[CH:7]=[O:8].C([O-])([O-])=O.[K+].[K+].Br[CH2:18][CH2:19][O:20][Si:21]([C:24]([CH3:27])([CH3:26])[CH3:25])([CH3:23])[CH3:22].O>CN(C)C=O>[Br:1][C:2]1[CH:3]=[CH:4][C:5]([O:10][CH2:18][CH2:19][O:20][Si:21]([C:24]([CH3:27])([CH3:26])[CH3:25])([CH3:23])[CH3:22])=[C:6]([CH:9]=1)[CH:7]=[O:8] |f:1.2.3|. Procedure details: To a solution of 5-bromo-2-hydroxy-benzaldehyde (14 g, 69.6 mmol) (Aldrich) in N,N-dimethylformamide (300 mL) was added K2CO3 (29 g, 208.9 mmol) and (2-bromo-ethoxy)-tert-butyl-dimethyl-silane (20 g, 83.5 mmol) (Aldrich). The reaction mixture was stirred at 60° C. for 16 h. The reaction mixture was cooled to room temperature and poured into water, extracted with ethyl acetate. The organic layers were combined, washed with water, brine, dried over MgSO4, filtered and concentrated to give 5-bromo-...